Dataset: the Open Reaction Database (ORD), a public repository of structured organic reaction records. Task: describe an organic reaction: reactants, conditions, products, and yield Yields the product CC(C)(C(=O)NS(=O)(=O)C1=CC(=CC=C1)[N+](=O)[O-])C (1-(1,1-Dimethylethylcarbonylaminosulphonyl)-3-nitrobenzene). Yield: 58.2%. Starting materials: CC(C(=O)O)(C)C (trimethylacetic acid), [N+](=O)([O-])C=1C=C(C=CC1)S(=O)(=O)N (3-nitrobenzenesulphonamide), Cl.CN(CCCN=C=NCC)C (1-[3-(dimethylamino)propyl]-3-ethyl carbodiimide hydrochloride). Conditions: time 24 hour. Reagents/catalysts: CN(C1=CC=NC=C1)C (4-dimethylaminopyridine). RXN SMILES: [CH3:1][C:2]([CH3:7])([CH3:6])[C:3](O)=[O:4].[N+:8]([C:11]1[CH:12]=[C:13]([S:17]([NH2:20])(=[O:19])=[O:18])[CH:14]=[CH:15][CH:16]=1)([O-:10])=[O:9].Cl.CN(C)CCCN=C=NCC>CN(C)C1C=CN=CC=1.ClCCl>[CH3:1][C:2]([CH3:7])([C:3]([NH:20][S:17]([C:13]1[CH:14]=[CH:15][CH:16]=[C:11]([N+:8]([O-:10])=[O:9])[CH:12]=1)(=[O:19])=[O:18])=[O:4])[CH3:6] |f:2.3|. Reported procedure: To a mixture of trimethylacetic acid (5.55 g, 54 mmol), 3-nitrobenzenesulphonamide (11 g, 54 mmol) and 4-dimethylaminopyridine (6.65 g, 54 mmol) in anhydrous dichloromethane (400 ml), under an atmosphere of nitrogen, was added 1-[3-(dimethylamino)propyl]-3-ethyl carbodiimide hydrochloride (10.43 g, 54 mmol). The mixture was stirred at ambient temperature for 24 h. The mixture was extracted with 1M NaOH (50 ml) and the separated aqueous phase was mixed with dichloromethane (200 ml) and acidified ... The solvent is ClCCl (dichloromethane). Reactants: COC(=O)C1=NC=CC(=C1)C1=NC(=C(C(=N1)NS(=O)(=O)C1=NC=C(C=C1)C(C)C)OC1=C(C=CC=C1)OC)OC (4-[4-(5-isopropyl-pyridine-2-sulfonylamino)-6-methoxy-5-(2-methoxy-phenoxy)-pyrimidin-2-yl]-pyridine-2-carboxylic acid methyl ester), COC(=O)C1=NC=CC(=C1)C1=NC(=C(C(=N1)NS(=O)(=O)C1=NC=C(C=C1)C(C)C)OC1=C(C=CC=C1)OC)OC (4-[4-(5-isopropyl-pyridine-2-sulfonylamino)-6-methoxy-5-(2-methoxy-phenoxy)-pyrimidin-2-yl]-pyridine-2-carboxylic acid methyl ester), [OH-].[Na+] (NaOH), Cl (HCl). Run at time 1 hour. Yields the product C(C)(C)C=1C=CC(=NC1)S(=O)(=O)NC1=NC(=NC(=C1OC1=C(C=CC=C1)OC)OC)C1=CC(=NC=C1)C(=O)O (4-[4-(5-isopropyl-pyridine-2-sulfonylamino)-6-methoxy-5-(2-methoxy-phenoxy)-pyrimidin-2-yl]-pyridine-2-carboxylic acid). RXN SMILES: C[O:2][C:3]([C:5]1[CH:10]=[C:9]([C:11]2[N:16]=[C:15]([NH:17][S:18]([C:21]3[CH:26]=[CH:25][C:24]([CH:27]([CH3:29])[CH3:28])=[CH:23][N:22]=3)(=[O:20])=[O:19])[C:14]([O:30][C:31]3[CH:36]=[CH:35][CH:34]=[CH:33][C:32]=3[O:37][CH3:38])=[C:13]([O:39][CH3:40])[N:12]=2)[CH:8]=[CH:7][N:6]=1)=[O:4].[OH-].[Na+].Cl>>[CH:27]([C:24]1[CH:25]=[CH:26][C:21]([S:18]([NH:17][C:15]2[C:14]([O:30][C:31]3[CH:36]=[CH:35][CH:34]=[CH:33][C:32]=3[O:37][CH3:38])=[C:13]([O:39][CH3:40])[N:12]=[C:11]([C:9]3[CH:8]=[CH:7][N:6]=[C:5]([C:3]([OH:4])=[O:2])[CH:10]=3)[N:16]=2)(=[O:19])=[O:20])=[N:22][CH:23]=1)([CH3:29])[CH3:28] |f:1.2|. Reported procedure: To a solution of 56.6 mg of 4-[4-(5-isopropyl-pyridine-2-sulfonylamino)-6-methoxy-5-(2-methoxy-phenoxy)-pyrimidin-2-yl]-pyridine-2-carboxylic acid methyl ester, product of example 43, there were added at RT 0.5 ml of 1N NaOH and the solution was stirred for 1 h until the reaction was complete according to TLC analysis. It was then poured into cold diluted HCl and the product was extracted into EtOAc. The organic layer was washed with water, dried over Na2SO4 and the solvent removed in vacuo. The... Starting materials: O=C1C[C@H](NC1)C(=O)O (4-ketoproline), CC1(OC[C@@]2(O1)C(=O)[C@@H]3[C@H](CO2)OC(O3)(C)C)C (L-enantiomer), O=C1C[C@H](NC1)C(=O)O (4-ketoproline). Yields the product O[C@H]1C[C@H](NC1)C(=O)O (cis-4-hydroxyproline). As a reaction SMILES: [O:1]=[C:2]1[CH2:6][NH:5][C@H:4]([C:7]([OH:9])=[O:8])[CH2:3]1.CC1(C)O[C@]2(OC[C@@H]3OC(C)(C)O[C@@H]3C2=O)CO1>>[OH:1][C@@H:2]1[CH2:6][NH:5][C@H:4]([C:7]([OH:9])=[O:8])[CH2:3]1. Procedure details: Chemical synthesis of 4-ketoproline derivatives from inexpensive achiral starting materials will typically produce a racemic mixture of two enantiomers. It has been reported that hydrogenation of either D- or L-enantiomer of 4-ketoproline derivatives can produce the corresponding cis-4-hydroxyproline derivatives with high selectivity (Kuhn et al., Chem. Ber. 89:1423 (1956)), so an enzymatic resolution of a racemic mixture of D- and L-4-ketoproline derivatives would allow for the hydrogenation of... The reactants are CCO, Cc1ccccc1, O=[N+]([O-])c1ccc(Cl)c(B(O)O)c1, ClCCl, CC1C(c2cc(C(F)(F)F)cc(C(F)(F)F)c2)OC(=O)N1Cc1cc(C(F)(F)F)ccc1I, [Na+], [Na+], O=C([O-])[O-], O, c1ccc(P(c2ccccc2)(c2ccccc2)[Pd](P(c2ccccc2)(c2ccccc2)c2ccccc2)(P(c2ccccc2)(c2ccccc2)c2ccccc2)P(c2ccccc2)(c2ccccc2)c2ccccc2)cc1. The product is CC1C(c2cc(C(F)(F)F)cc(C(F)(F)F)c2)OC(=O)N1Cc1cc(C(F)(F)F)ccc1-c1cc([N+](=O)[O-])ccc1Cl. As a reaction SMILES: [CH3:57][CH2:58][OH:59].[CH3:60][c:61]1[cH:62][cH:63][cH:64][cH:65][cH:66]1.[Cl:34][c:35]1[c:36]([B:44]([OH:45])[OH:46])[cH:37][c:38]([N+:41](=[O:42])[O-:43])[cH:39][cH:40]1.[Cl:53][CH2:54][Cl:55].[F:1][C:2]([c:3]1[cH:4][c:5]([CH:13]2[CH:14]([CH3:31])[N:15]([CH2:19][c:20]3[c:21]([I:30])[cH:22][cH:23][c:24]([C:26]([F:27])([F:28])[F:29])[cH:25]3)[C:16](=[O:18])[O:17]2)[cH:6][c:7]([C:9]([F:10])([F:11])[F:12])[cH:8]1)([F:32])[F:33].[Na+:47].[Na+:48].[O-:49][C:50](=[O:51])[O-:52].[OH2:56].[cH:67]1[cH:68][cH:69][c:70]([P:71]([Pd:72]([P:73]([c:74]2[cH:75][cH:76][cH:77][cH:78][cH:79]2)([c:80]2[cH:81][cH:82][cH:83][cH:84][cH:85]2)[c:86]2[cH:87][cH:88][cH:89][cH:90][cH:91]2)([P:92]([c:93]2[cH:94][cH:95][cH:96][cH:97][cH:98]2)([c:99]2[cH:100][cH:101][cH:102][cH:103][cH:104]2)[c:105]2[cH:106][cH:107][cH:108][cH:109][cH:110]2)[P:111]([c:112]2[cH:113][cH:114][cH:115][cH:116][cH:117]2)([c:118]2[cH:119][cH:120][cH:121][cH:122][cH:123]2)[c:124]2[cH:125][cH:126][cH:127][cH:128][cH:129]2)([c:130]2[cH:131][cH:132][cH:133][cH:134][cH:135]2)[c:136]2[cH:137][cH:138][cH:139][cH:140][cH:141]2)[cH:142][cH:143]1>>[F:1][C:2]([c:3]1[cH:4][c:5]([CH:13]2[CH:14]([CH3:31])[N:15]([CH2:19][c:20]3[c:21](-[c:36]4[c:35]([Cl:34])[cH:40][cH:39][c:38]([N+:41](=[O:42])[O-:43])[cH:37]4)[cH:22][cH:23][c:24]([C:26]([F:27])([F:28])[F:29])[cH:25]3)[C:16](=[O:18])[O:17]2)[cH:6][c:7]([C:9]([F:10])([F:11])[F:12])[cH:8]1)([F:32])[F:33].